This data is from the Open Reaction Database (ORD), a public repository of structured organic reaction records. The task is: describe an organic reaction: reactants, conditions, products, and yield Starting materials: C(C1=CC=CC=C1)OC1=CC=C(NC=2C3=C(N=CN2)C=NC(=C3)Cl)C=C1 (4-(4-benzyloxyanilino)-6-chloropyrido[3,4-d]pyrimidine), C(CCC)[Sn](C=1N(C=CN1)C)(CCCC)CCCC (2-(tri-n-butylstannyl)-N-methylimidazole), Organometallic. Yields the product C(C1=CC=CC=C1)OC1=CC=C(NC=2C3=C(N=CN2)C=NC(=C3)C=3N(C=CN3)C)C=C1 (4-(4-Benzyloxyanilino)-6-(N-methylimidazol-2-yl)pyrido[3,4-d]pyrimidine). As a reaction SMILES: [CH2:1]([O:8][C:9]1[CH:26]=[CH:25][C:12]([NH:13][C:14]2[C:15]3[CH:23]=[C:22](Cl)[N:21]=[CH:20][C:16]=3[N:17]=[CH:18][N:19]=2)=[CH:11][CH:10]=1)[C:2]1[CH:7]=[CH:6][CH:5]=[CH:4][CH:3]=1.C([Sn](CCCC)(CCCC)[C:32]1[N:33]([CH3:37])[CH:34]=[CH:35][N:36]=1)CCC>>[CH2:1]([O:8][C:9]1[CH:26]=[CH:25][C:12]([NH:13][C:14]2[C:15]3[CH:23]=[C:22]([C:32]4[N:33]([CH3:37])[CH:34]=[CH:35][N:36]=4)[N:21]=[CH:20][C:16]=3[N:17]=[CH:18][N:19]=2)=[CH:11][CH:10]=1)[C:2]1[CH:7]=[CH:6][CH:5]=[CH:4][CH:3]=1. Procedure details: Prepared according to Procedure B from 4-(4-benzyloxyanilino)-6-chloropyrido[3,4-d]pyrimidine and 2-(tri-n-butylstannyl)-N-methylimidazole (prepared according to the published method: J. Organometallic Chem., (1989), 61); δH [2H6]-DMSO 10.35 (1H,s), 9.17 (1H,s), 9.13 (1H,s), 8.65 (1H, s), 7.79 (2H,d), 7.32-7.55 (6H,m), 7.13 (1H,s), 7.09 (2H,d), 5.16 (2H,s), 4.10 (3H,s); m/z (M+1)+409. The reactants are CC1NC(=O)C(C2CC2)NC1=O, Cl, CCC(N)C(=O)NC(C(=O)OC)C1CC1. Product: CCC1NC(=O)C(C2CC2)NC1=O. Reaction SMILES: [CH:1]1([CH:2]2[NH:3][C:4](=[O:5])[CH:6]([CH3:7])[NH:8][C:9]2=[O:10])[CH2:11][CH2:12]1.[ClH:13].[NH2:14][CH:15]([C:16](=[O:17])[NH:18][CH:19]([C:20](=[O:21])[O:22][CH3:23])[CH:24]1[CH2:25][CH2:26]1)[CH2:27][CH3:28]>>[NH:14]1[CH:15]([CH2:27][CH3:28])[C:16](=[O:17])[NH:18][CH:19]([CH:24]2[CH2:25][CH2:26]2)[C:20]1=[O:21]. The reactants are C(C)(=O)OC1=CC(=CC=2CCCCC12)C (3-methyl-5,6,7,8-tetrahydro-1-naphthalenyl acetate), Example 173, [OH-].[Na+] (sodium hydroxide). The solvent is C1CCOC1 (THF), CO (methanol). Reaction conditions: time 30 minute. The product is CC=1C=C(C=2CCCCC2C1)O (3-Methyl-5,6,7,8-tetrahydro-1-naphtalenol). Isolated yield 99.0%. As a reaction SMILES: C([O:4][C:5]1[C:14]2[CH2:13][CH2:12][CH2:11][CH2:10][C:9]=2[CH:8]=[C:7]([CH3:15])[CH:6]=1)(=O)C.[OH-].[Na+]>C1COCC1.CO>[CH3:15][C:7]1[CH:6]=[C:5]([OH:4])[C:14]2[CH2:13][CH2:12][CH2:11][CH2:10][C:9]=2[CH:8]=1 |f:1.2|. Reported procedure: To a mixed solution of 3-methyl-5,6,7,8-tetrahydro-1-naphthalenyl acetate synthesized in Reference Example 173 (5.1 g, 25.1 mmol) in THF (120 mL) and methanol (30 mL) was added 12 N aqueous sodium hydroxide solution (2.5 mL) at room temperature, and the mixture was stirred for 30 minutes, and then concentrated under reduced pressure. Water and hydrochloric acid were added to the residue, and the mixture was acidified, which was extracted with ethyl acetate. The organic layer was washed with wate... Starting materials: O=C([O-])[O-], C1CCOC1, CC1(C)CC(=C(c2ccc(F)cc2)c2ccc(OS(=O)(=O)C(F)(F)F)cc2)CC(C)(C)C1, [Na+], [Na+], OB(O)c1ccoc1. Yields the product CC1(C)CC(=C(c2ccc(F)cc2)c2ccc(-c3ccoc3)cc2)CC(C)(C)C1. Reaction SMILES: [C:33](=[O:34])([O-:35])[O-:36].[CH2:47]1[O:48][CH2:49][CH2:50][CH2:51]1.[F:1][C:2]([F:3])([F:4])[S:5]([O:6][c:7]1[cH:8][cH:9][c:10]([C:13](=[C:14]2[CH2:15][C:16]([CH3:22])([CH3:23])[CH2:17][C:18]([CH3:20])([CH3:21])[CH2:19]2)[c:24]2[cH:25][cH:26][c:27]([F:30])[cH:28][cH:29]2)[cH:11][cH:12]1)(=[O:31])=[O:32].[Na+:37].[Na+:38].[o:39]1[cH:40][c:41]([B:44]([OH:45])[OH:46])[cH:42][cH:43]1>>[c:7]1(-[c:41]2[cH:40][o:39][cH:43][cH:42]2)[cH:8][cH:9][c:10]([C:13](=[C:14]2[CH2:15][C:16]([CH3:22])([CH3:23])[CH2:17][C:18]([CH3:20])([CH3:21])[CH2:19]2)[c:24]2[cH:25][cH:26][c:27]([F:30])[cH:28][cH:29]2)[cH:11][cH:12]1.